Dataset: the Open Reaction Database (ORD), a public repository of structured organic reaction records. Task: describe an organic reaction: reactants, conditions, products, and yield Reactants: NC1=NC=CC=C1OCC1=CC=CC=C1 (2-amino-3-benzyloxypyridine), C(CCC)[N+]#[C-] (n-butyl isocyanide), OC=1C=C(C=O)C=CC1 (3-hydroxybenzaldehyde). Solvent: Cl(=O)(=O)(=O)O (perchloric acid). The product is C(C1=CC=CC=C1)OC=1C=2N(C=CC1)C(=C(N2)C=2C=C(C=CC2)O)NCCCC (3-(8-benzyloxy-3-butylaminoimidazo[1,2-a]pyridin-2-yl)-phenol). Reaction SMILES: [NH2:1][C:2]1[C:7]([O:8][CH2:9][C:10]2[CH:15]=[CH:14][CH:13]=[CH:12][CH:11]=2)=[CH:6][CH:5]=[CH:4][N:3]=1.[CH2:16]([N+:20]#[C-:21])[CH2:17][CH2:18][CH3:19].[OH:22][C:23]1[CH:24]=[C:25]([CH:28]=[CH:29][CH:30]=1)[CH:26]=O>Cl(O)(=O)(=O)=O>[CH2:9]([O:8][C:7]1[C:2]2[N:3]([C:21]([NH:20][CH2:16][CH2:17][CH2:18][CH3:19])=[C:26]([C:25]3[CH:24]=[C:23]([OH:22])[CH:30]=[CH:29][CH:28]=3)[N:1]=2)[CH:4]=[CH:5][CH:6]=1)[C:10]1[CH:11]=[CH:12][CH:13]=[CH:14][CH:15]=1. Procedure: Compound (8) was prepared according to the general synthesis instructions from 1.0 ml of 2-amino-3-benzyloxypyridine solution (0.1 M, DCM), 0.575 ml of n-butyl isocyanide solution (0.2 M, DCM), 0.500 ml of 3-hydroxybenzaldehyde solution (0.3 M, DCM), and 10 μl of perchloric acid (w=20%). Starting materials: CC=1SC=C(N1)C(=O)O (2-methylthiazole-4-carboxylic acid), Cl.CNOC (N,O-dimethylhydroxylamine hydrochloride), C(Cl)Cl (DCM), C(=O)(N1C=NC=C1)N1C=NC=C1 (carbonyldiimidazole). Run in C1CCOC1.C(Cl)Cl (THF DCM), O (water), [OH-].[Na+] (NaOH). Conditions: time 2.25 hour. Product: CON(C(=O)C=1N=C(SC1)C)C (N-Methoxy-N,2-dimethylthiazole-4-carboxamide). As a reaction SMILES: [CH3:1][C:2]1[S:3][CH:4]=[C:5]([C:7]([OH:9])=O)[N:6]=1.C(Cl)Cl.C(N1C=CN=C1)(N1C=CN=C1)=O.Cl.[CH3:26][NH:27][O:28][CH3:29]>O.[OH-].[Na+].C1COCC1.C(Cl)Cl>[CH3:29][O:28][N:27]([CH3:26])[C:7]([C:5]1[N:6]=[C:2]([CH3:1])[S:3][CH:4]=1)=[O:9] |f:3.4,6.7,8.9|. Procedure: Analogous to the general method described in J. Med. Chem., (2005), 48(6), 2134-2153. To a flask containing 2-methylthiazole-4-carboxylic acid (1.10 g, 7.68 mmol) was added DCM (30 mL) and the homogeneous solution was stirred at room temperature as carbonyldiimidazole (1.30 g, 8.02 mmol) was added. A white opaque suspension resulted. After the mixture was stirred at room temperature for 2.25 hours a colorless homogeneous solution resulted and then N,O-dimethylhydroxylamine hydrochloride (820 mg,... The reactants are C(C)(C)NC(=O)C1=CN(C2=NC=C(N=C21)C2=NN(C1=CC=C(C=C21)CO)C)COCC[Si](C)(C)C (2-(5-hydroxymethyl-1-methyl-1H-indazol-3-yl)-5-(2-trimethylsilanyl-ethoxymethyl)-5H-pyrrolo[2,3-b]pyrazine-7-carboxylic acid isopropylamide), CC(=O)OI1(C=2C=CC=CC2C(=O)O1)(OC(=O)C)OC(=O)C (Dess-Martin periodinane). Solvent: ClCCl (dichloromethane). Run at time 1.5 hour. Yields the product C(C)(C)NC(=O)C1=CN(C2=NC=C(N=C21)C2=NN(C1=CC=C(C=C21)C=O)C)COCC[Si](C)(C)C (2-(5-formyl-1-methyl-1H-indazol-3-yl)-5-(2-trimethylsilanyl-ethoxymethyl)-5H-pyrrolo[2,3-b]pyrazine-7-carboxylic acid isopropylamide). Isolated yield 70.8%. RXN SMILES: [CH:1]([NH:4][C:5]([C:7]1[C:15]2[C:10](=[N:11][CH:12]=[C:13]([C:16]3[C:24]4[C:19](=[CH:20][CH:21]=[C:22]([CH2:25][OH:26])[CH:23]=4)[N:18]([CH3:27])[N:17]=3)[N:14]=2)[N:9]([CH2:28][O:29][CH2:30][CH2:31][Si:32]([CH3:35])([CH3:34])[CH3:33])[CH:8]=1)=[O:6])([CH3:3])[CH3:2].CC(OI1(OC(C)=O)(OC(C)=O)OC(=O)C2C=CC=CC1=2)=O>ClCCl>[CH:1]([NH:4][C:5]([C:7]1[C:15]2[C:10](=[N:11][CH:12]=[C:13]([C:16]3[C:24]4[C:19](=[CH:20][CH:21]=[C:22]([CH:25]=[O:26])[CH:23]=4)[N:18]([CH3:27])[N:17]=3)[N:14]=2)[N:9]([CH2:28][O:29][CH2:30][CH2:31][Si:32]([CH3:34])([CH3:33])[CH3:35])[CH:8]=1)=[O:6])([CH3:3])[CH3:2]. Procedure: In a round-bottomed flask, 2-(5-hydroxymethyl-1-methyl-1H-indazol-3-yl)-5-(2-trimethylsilanyl-ethoxymethyl)-5H-pyrrolo[2,3-b]pyrazine-7-carboxylic acid isopropylamide (crude from Step 2, 476 mg, 0.625 mmol) was dissolved in dichloromethane (3.2 ml) and Dess-Martin periodinane (292 mg, 0.688 mmol) was added. The reaction mixture was stirred at room temperature for 1.5 h then quenched with 10 ml of a 1:1 mixture of 10% aqueous Na2S2O3 and saturated aqueous NaHCO3 and extracted with dichloromethane... The reactants are COC=1C=C(CCN)C=CC1 (3-methoxyphenethylamine), C1(CCCCC1)C(=O)O (cyclohexanecarboxylic acid), O.ON1N=NC2=C1C=CC=C2 (1-hydroxybenzotriazole hydrate), Cl.CN(CCCN=C=NCC)C (1-(3-dimethylaminopropyl)-3-ethylcarbodiimide hydrochloride). Solvent: C(Cl)Cl (CH2Cl2). Run at temperature 0 celsius, time 1 hour. The product is COC=1C=C(C=CC1)CCNC(=O)C1CCCCC1 (Cyclohexanecarboxylic acid [2-(3-methoxyphenyl)ethyl]amide). Isolated yield 75.3%. Reaction SMILES: [CH3:1][O:2][C:3]1[CH:4]=[C:5]([CH:9]=[CH:10][CH:11]=1)[CH2:6][CH2:7][NH2:8].[CH:12]1([C:18](O)=[O:19])[CH2:17][CH2:16][CH2:15][CH2:14][CH2:13]1.O.ON1C2C=CC=CC=2N=N1.Cl.CN(C)CCCN=C=NCC>C(Cl)Cl>[CH3:1][O:2][C:3]1[CH:4]=[C:5]([CH2:6][CH2:7][NH:8][C:18]([CH:12]2[CH2:17][CH2:16][CH2:15][CH2:14][CH2:13]2)=[O:19])[CH:9]=[CH:10][CH:11]=1 |f:2.3,4.5|. Reported procedure: A mixture of 3-methoxyphenethylamine (1.000 g, 6.61 mmol), cyclohexanecarboxylic acid (0.847 g, 6.61 mmol), 1-hydroxybenzotriazole hydrate (1.340 g, 9.92 mmol), and 1-(3-dimethylaminopropyl)-3-ethylcarbodiimide hydrochloride (1.330 g, 6.94 mmol) in anhydrous CH2Cl2 (20 ml) was stirred at 0° C. under N2 for 1 hr, then warmed to rt and stirred at rt for 18 hr. The reaction mixture was washed sequentially with 1M NaOH (10 ml), 1M HCl (10 ml), and H2O (10 ml), then dried over MgSO4 and concentrated ... The reactants are Nc1ncc(Br)cc1OCc1c(Cl)cccc1Cl, CC(C)(C)OC(=O)n1cccc1B(O)O. Product: CC(C)(C)OC(=O)n1cccc1-c1cnc(N)c(OCc2c(Cl)cccc2Cl)c1. RXN SMILES: [Br:1][c:2]1[cH:3][c:4]([O:9][CH2:10][c:11]2[c:12]([Cl:18])[cH:13][cH:14][cH:15][c:16]2[Cl:17])[c:5]([NH2:8])[n:6][cH:7]1.[C:19](=[O:20])([O:21][C:22]([CH3:23])([CH3:24])[CH3:25])[n:26]1[c:27]([B:31]([OH:32])[OH:33])[cH:28][cH:29][cH:30]1>>[c:2]1(-[c:27]2[n:26]([C:19](=[O:20])[O:21][C:22]([CH3:23])([CH3:24])[CH3:25])[cH:30][cH:29][cH:28]2)[cH:3][c:4]([O:9][CH2:10][c:11]2[c:12]([Cl:18])[cH:13][cH:14][cH:15][c:16]2[Cl:17])[c:5]([NH2:8])[n:6][cH:7]1. Reactants: Cl (HCl), crude mixture, ClC1=NC=C(C(=N1)N[C@H]1CC(N2CCC[C@H]2C1)(C)C)F ((7R,8aS)-N-(2-chloro-5-fluoropyrimidin-4-yl)-5,5-dimethyloctahydroindolizin-7-amine), NC1=CC(=C(O[C@@H]2[C@H](CN(CC2)C(=O)OC(C)(C)C)F)C=C1)Cl (tert-butyl (3S,4S)-4-(4-amino-2-chlorophenoxy)-3-fluoropiperidine-1-carboxylate), CC=1C=CC(=CC1)S(=O)(=O)O (PTSA), CC=1C=CC(=CC1)S(=O)(=O)O (PTSA). The solvent is O1CCOCC1 (dioxane), CC(C)O (iPrOH). Reaction conditions: temperature 100 celsius. Product: ClC=1C=C(C=CC1O[C@@H]1[C@H](CNCC1)F)NC1=NC=C(C(=N1)N[C@H]1CC(N2CCC[C@H]2C1)(C)C)F (N2-(3-chloro-4-(((3S,4S)-3-fluoropiperidin-4-yl)oxy)phenyl)-N4-((7R,8aS)-5,5-dimethyloctahydroindolizin-7-yl)-5-fluoropyrimidine-2,4-diamine). The yield is 50.0%. RXN SMILES: Cl[C:2]1[N:7]=[C:6]([NH:8][C@@H:9]2[CH2:17][C@H:16]3[N:12]([CH2:13][CH2:14][CH2:15]3)[C:11]([CH3:19])([CH3:18])[CH2:10]2)[C:5]([F:20])=[CH:4][N:3]=1.[NH2:21][C:22]1[CH:42]=[CH:41][C:25]([O:26][C@H:27]2[CH2:32][CH2:31][N:30](C(OC(C)(C)C)=O)[CH2:29][C@@H:28]2[F:40])=[C:24]([Cl:43])[CH:23]=1.CC1C=CC(S(O)(=O)=O)=CC=1.Cl>CC(O)C.O1CCOCC1>[Cl:43][C:24]1[CH:23]=[C:22]([NH:21][C:2]2[N:7]=[C:6]([NH:8][C@@H:9]3[CH2:17][C@H:16]4[N:12]([CH2:13][CH2:14][CH2:15]4)[C:11]([CH3:19])([CH3:18])[CH2:10]3)[C:5]([F:20])=[CH:4][N:3]=2)[CH:42]=[CH:41][C:25]=1[O:26][C@H:27]1[CH2:32][CH2:31][NH:30][CH2:29][C@@H:28]1[F:40]. Procedure: A mixture of (7R,8aS)-N-(2-chloro-5-fluoropyrimidin-4-yl)-5,5-dimethyloctahydroindolizin-7-amine (0.2 g, 1.0 eq, 0.6 mmol), tert-butyl (3S,4S)-4-(4-amino-2-chlorophenoxy)-3-fluoropiperidine-1-carboxylate (0.2 g, 1.0 eq, 0.64 mmol) and PTSA (0.1 g, 0.9 eq, 0.6 mmol) was taken in iPrOH (10 mL) and heated at 100° C. for over night. After 18 hours of heating, reaction mixture was cooled to room temperature and PTSA (1.0 eq) was added to complete the deprotection of the Boc group. Then the reaction m...